This data is from the Open Reaction Database (ORD), a public repository of structured organic reaction records. The task is: describe an organic reaction: reactants, conditions, products, and yield Starting materials: CCO, [N-]=[N+]=NCC1NC(=O)C1NC(=O)COc1ccccc1. Product: NCC1NC(=O)C1NC(=O)COc1ccccc1. RXN SMILES: [CH3:21][CH2:22][OH:23].[N:1](=[N+:2]=[N-:3])[CH2:4][CH:5]1[NH:6][C:7](=[O:20])[CH:8]1[NH:9][C:10]([CH2:11][O:12][c:13]1[cH:14][cH:15][cH:16][cH:17][cH:18]1)=[O:19]>>[NH2:1][CH2:4][CH:5]1[NH:6][C:7](=[O:20])[CH:8]1[NH:9][C:10]([CH2:11][O:12][c:13]1[cH:14][cH:15][cH:16][cH:17][cH:18]1)=[O:19]. Reactants: BrC1=CC=C(C(=C1OCC(=O)NCCC)OC)OC(F)F (2-(6-bromo-3-difluoromethoxy-2-methoxy-phenoxy)-N-propyl-acetamide), C([O-])([O-])=O.[Cs+].[Cs+] (cesium carbonate), CC1(OB(OC1(C)C)C=1C=C2CNC(C2=CC1)=O)C (5-(4,4,5,5-tetramethyl-1,3,2-dioxaborolan-2-yl)isoindolin-1-one). The reagents and catalysts are [Pd].C1(=CC=CC=C1)P(C1=CC=CC=C1)C1=CC=CC=C1.C1(=CC=CC=C1)P(C1=CC=CC=C1)C1=CC=CC=C1.C1(=CC=CC=C1)P(C1=CC=CC=C1)C1=CC=CC=C1.C1(=CC=CC=C1)P(C1=CC=CC=C1)C1=CC=CC=C1 (tetrakis(triphenylphosphine) palladium(0)). Run in CN(C=O)C (dimethylformamide). Reaction conditions: temperature 85 celsius. Yields the product FC(OC=1C(=C(OCC(=O)NCCC)C(=CC1)C=1C=C2CNC(C2=CC1)=O)OC)F (2-[3-Difluoromethoxy-2-methoxy-6-(1-oxo-2,3-dihydro-1H-isoindol-5-yl)-phenoxy]-N-propyl-acetamide). As a reaction SMILES: Br[C:2]1[C:7]([O:8][CH2:9][C:10]([NH:12][CH2:13][CH2:14][CH3:15])=[O:11])=[C:6]([O:16][CH3:17])[C:5]([O:18][CH:19]([F:21])[F:20])=[CH:4][CH:3]=1.C(=O)([O-])[O-].[Cs+].[Cs+].CC1(C)C(C)(C)OB([C:36]2[CH:37]=[C:38]3[C:42](=[CH:43][CH:44]=2)[C:41](=[O:45])[NH:40][CH2:39]3)O1>CN(C)C=O.[Pd].C1(P(C2C=CC=CC=2)C2C=CC=CC=2)C=CC=CC=1.C1(P(C2C=CC=CC=2)C2C=CC=CC=2)C=CC=CC=1.C1(P(C2C=CC=CC=2)C2C=CC=CC=2)C=CC=CC=1.C1(P(C2C=CC=CC=2)C2C=CC=CC=2)C=CC=CC=1>[F:20][CH:19]([F:21])[O:18][C:5]1[C:6]([O:16][CH3:17])=[C:7]([C:2]([C:36]2[CH:37]=[C:38]3[C:42](=[CH:43][CH:44]=2)[C:41](=[O:45])[NH:40][CH2:39]3)=[CH:3][CH:4]=1)[O:8][CH2:9][C:10]([NH:12][CH2:13][CH2:14][CH3:15])=[O:11] |f:1.2.3,6.7.8.9.10|. Procedure: A stirring solution of 2-(6-bromo-3-difluoromethoxy-2-methoxy-phenoxy)-N-propyl-acetamide (100 mg, 0.271 mmol) in dimethylformamide (10 mL) was purged with argon for 1 h, to this cesium carbonate (266 mg, 0.813 mmol), tetrakis(triphenylphosphine) palladium(0) (22 mg, 0.019 mmol) and 5-(4,4,5,5-tetramethyl-1,3,2-dioxaborolan-2-yl)isoindolin-1-one (105.5 mg, 0.407 mmol) were added and the resultant reaction mixture was heated to 80-90° C. for 3 h. The reaction mixture was cooled to RT, filtered an... The reactants are B, O=C([O-])O, CSC, Cc1ccc2cccc(OCc3c(Cl)ccc(NC(=O)CN)c3Cl)c2n1, [Na+], C1CCOC1. The product is Cc1ccc2cccc(OCc3c(Cl)ccc(NCCN)c3Cl)c2n1. Reaction SMILES: [BH3:30].[C:31](=[O:32])([OH:33])[O-:34].[CH3:27][S:28][CH3:29].[Cl:1][c:2]1[c:3]([CH2:4][O:5][c:6]2[cH:7][cH:8][cH:9][c:10]3[cH:11][cH:12][c:13]([CH3:16])[n:14][c:15]23)[c:17]([Cl:26])[cH:18][cH:19][c:20]1[NH:21][C:22]([CH2:23][NH2:24])=[O:25].[Na+:35].[O:36]1[CH2:37][CH2:38][CH2:39][CH2:40]1>>[Cl:1][c:2]1[c:3]([CH2:4][O:5][c:6]2[cH:7][cH:8][cH:9][c:10]3[cH:11][cH:12][c:13]([CH3:16])[n:14][c:15]23)[c:17]([Cl:26])[cH:18][cH:19][c:20]1[NH:21][CH2:22][CH2:23][NH2:24]. Reactants: FC1=CC=C(C=2N=C(SC21)C=2C(=NC=C(C2)C=2C=NN(C2)C2CCNCC2)N)C(F)(F)F (3-(7-fluoro-4-trifluoromethylbenzothiazol-2-yl)-5-(1-piperidin-4-yl-1H-pyrazol-4-yl)-pyridin-2-ylamine), IC=1SC2=C(N1)C=CC=C2C#N (2-iodo-1,3-benzothiazole-7-carbonitrile). Product: NC1=NC=C(C=C1C=1SC2=C(N1)C=CC=C2C#N)C=2C=NN(C2)C2CCNCC2 (2-[2-Amino-5-(1-piperidin-4-yl-1H-pyrazol-4-yl)-pyridin-3-yl]-benzothiazole-7-carbonitrile). Reaction SMILES: F[C:2]1[C:10]2[S:9][C:8]([C:11]3[C:12]([NH2:28])=[N:13][CH:14]=[C:15]([C:17]4[CH:18]=[N:19][N:20]([CH:22]5[CH2:27][CH2:26][NH:25][CH2:24][CH2:23]5)[CH:21]=4)[CH:16]=3)=[N:7][C:6]=2[C:5](C(F)(F)F)=[CH:4][CH:3]=1.I[C:34]1SC2C(C#N)=CC=CC=2[N:38]=1>>[NH2:28][C:12]1[C:11]([C:8]2[S:9][C:10]3[C:2]([C:34]#[N:38])=[CH:3][CH:4]=[CH:5][C:6]=3[N:7]=2)=[CH:16][C:15]([C:17]2[CH:18]=[N:19][N:20]([CH:22]3[CH2:27][CH2:26][NH:25][CH2:24][CH2:23]3)[CH:21]=2)=[CH:14][N:13]=1. Procedure details: Following the procedure for 3-(7-fluoro-4-trifluoromethylbenzothiazol-2-yl)-5-(1-piperidin-4-yl-1H-pyrazol-4-yl)-pyridin-2-ylamine, using 2-iodo-1,3-benzothiazole-7-carbonitrile and conducting the Suzuki coupling at 55° C. for 3 h, the title compound was obtained as a brown solid. 1H NMR (400 MHz, DMSO-d6): δ=2.10-2.31 (m, 4H), 3.05-3.18 (m, 2H), 3.37-3.44 (m, 2H), 3.77 (brs, 2H), 4.45-4.54 (m, 1H), 7.51 (brs, 1H), 7.75-7.78 (m, 1H), 8.07 (d, J=7.2 Hz, 1H), 8.10 (s, 1H), 8.44-8.48 (m, 3H), 8.58 ...